From a dataset of the Open Reaction Database (ORD), a public repository of structured organic reaction records. describe an organic reaction: reactants, conditions, products, and yield Reactants: N([C@@H](CSCC1=CC=C(C)C=C1)C(=O)N[C@@H](CC1=CC=CC=C1)C(=O)NCC(=O)NCC(=O)O)C(=O)OC(C)(C)C (Boc-Cys(MBzl)-Phe-Gly-Gly-OH), C1CCC(CC1)N=C=NC2CCCCC2 (DCC), N([C@@H](C(C)C)C(=O)O)C(=O)OC(C)(C)C (Boc-Val-OH), C1C2C=CC1C3C2C(=O)N(C3=O)O (HONB). Yields the product N([C@@H](C(C)C)C(=O)N[C@@H](CSCC1=CC=C(C)C=C1)C(=O)N[C@@H](CC1=CC=CC=C1)C(=O)NCC(=O)NCC(=O)O)C(=O)OC(C)(C)C (Boc-Val-Cys(MBzl)-Phe-Gly-Gly-OH). RXN SMILES: [NH:1](C(OC(C)(C)C)=O)[C@H:2]([C:13]([NH:15][C@H:16]([C:24]([NH:26][CH2:27][C:28]([NH:30][CH2:31][C:32]([OH:34])=[O:33])=[O:29])=[O:25])[CH2:17][C:18]1[CH:23]=[CH:22][CH:21]=[CH:20][CH:19]=1)=[O:14])[CH2:3][S:4][CH2:5][C:6]1[CH:12]=[CH:11][C:9]([CH3:10])=[CH:8][CH:7]=1.[NH:42]([C:50]([O:52][C:53]([CH3:56])([CH3:55])[CH3:54])=[O:51])[C@H:43]([C:47]([OH:49])=O)[CH:44]([CH3:46])[CH3:45].C1C2C3C(=O)N(O)C(=O)C3C1C=C2.C1CCC(N=C=NC2CCCCC2)CC1>>[NH:42]([C:50]([O:52][C:53]([CH3:56])([CH3:55])[CH3:54])=[O:51])[C@H:43]([C:47]([NH:1][C@H:2]([C:13]([NH:15][C@H:16]([C:24]([NH:26][CH2:27][C:28]([NH:30][CH2:31][C:32]([OH:34])=[O:33])=[O:29])=[O:25])[CH2:17][C:18]1[CH:19]=[CH:20][CH:21]=[CH:22][CH:23]=1)=[O:14])[CH2:3][S:4][CH2:5][C:6]1[CH:12]=[CH:11][C:9]([CH3:10])=[CH:8][CH:7]=1)=[O:49])[CH:44]([CH3:45])[CH3:46]. Procedure details: Using 300 mg Boc-Cys(MBzl)-Phe-Gly-Gly-OH, 118 mg Boc-Val-OH, 110 mg HONB and 124 mg DCC, the desired product was obtained in the same manner as in Example 1-(XXI). Starting materials: C(C1=CC=CC=C1)(=O)C=CC(=O)OCC (Ethyl 3-benzoylacrylate), N[C@@H]1C(N(C2=C(CC1)C=CC=C2)CC(=O)OC(C)(C)C)=O ((3S)-3-amino-1-t-butoxycarbonylmethyl-2,3,4,5-tetrahydro-1H-benzazepin-2-one), C(C)(=O)O (acetic acid). The reagents and catalysts are [Pd] (Pd—C). Run in C1(=CC=CC=C1)C (toluene). Conditions: time 18 hour. Yields the product C(=O)(O)C(CCC1=CC=CC=C1)NC1C(N(C2=C(CC1)C=CC=C2)CC(=O)OC(C)(C)C)=O (3-[[1-(carboxy)-3-phenyl-propyl]amino]-1-t-butoxycarbonylmethyl-2,3,4,5-tetrahydro-1H-benzazepin-2-one). Yield: 56.7%. Reaction SMILES: [C:1]([CH:9]=[CH:10][C:11]([O:13]CC)=[O:12])(=O)[C:2]1[CH:7]=[CH:6][CH:5]=[CH:4][CH:3]=1.[NH2:16][C@H:17]1[CH2:23][CH2:22][C:21]2[CH:24]=[CH:25][CH:26]=[CH:27][C:20]=2[N:19]([CH2:28][C:29]([O:31][C:32]([CH3:35])([CH3:34])[CH3:33])=[O:30])[C:18]1=[O:36].C(O)(=O)C>C1(C)C=CC=CC=1.[Pd]>[C:11]([CH:10]([NH:16][CH:17]1[CH2:23][CH2:22][C:21]2[CH:24]=[CH:25][CH:26]=[CH:27][C:20]=2[N:19]([CH2:28][C:29]([O:31][C:32]([CH3:34])([CH3:33])[CH3:35])=[O:30])[C:18]1=[O:36])[CH2:9][CH2:1][C:2]1[CH:3]=[CH:4][CH:5]=[CH:6][CH:7]=1)([OH:13])=[O:12]. Reported procedure: Ethyl 3-benzoylacrylate (13a) (55.6 g, 272 mmoles) is dropped into a solution of (3S)-3-amino-1-t-butoxycarbonylmethyl-2,3,4,5-tetrahydro-1H-benzazepin-2-one (11) (66.2 g, 228 mmoles) in 200 ml of toluene, at room temperature in 1 h. The resulting mixture is left under stirring for 18 h, added with 10% Pd—C (26 g, 22 mmoles) and hydrogenated at 3 atm for 18 h at room temperature. After completion of the reaction, 200 ml of acetic acid are added and the mixture is hydrogenated for a further 18 h,... The reactants are solution, N (ammonia), COC=1C=C2C(=C(OC(=O)C2=CC1OC)C(=O)O)C1=CC(=C(C(=C1)OC)OC)OC (6,7-dimethoxy-4-(3,4,5-trimethoxyphenyl)-isocoumarin-3-carboxylic acid). The solvent is CO (methanol), CO (methanol). Conditions: time 8 hour. The product is C(=O)(O)C=1NC(C2=CC(=C(C=C2C1C1=CC(=C(C(=C1)OC)OC)OC)OC)OC)=O (3-carboxy-6,7-dimethoxy-4-(3,4,5-trimethoxyphenyl)-1(2H)-isoquinolinone). Reaction SMILES: [CH3:1][O:2][C:3]1[CH:4]=[C:5]2[C:11](=[CH:12][C:13]=1[O:14][CH3:15])[C:9](=[O:10])O[C:7]([C:16]([OH:18])=[O:17])=[C:6]2[C:19]1[CH:24]=[C:23]([O:25][CH3:26])[C:22]([O:27][CH3:28])=[C:21]([O:29][CH3:30])[CH:20]=1.[NH3:31]>CO>[C:16]([C:7]1[NH:31][C:9](=[O:10])[C:11]2[C:5]([C:6]=1[C:19]1[CH:20]=[C:21]([O:29][CH3:30])[C:22]([O:27][CH3:28])=[C:23]([O:25][CH3:26])[CH:24]=1)=[CH:4][C:3]([O:2][CH3:1])=[C:13]([O:14][CH3:15])[CH:12]=2)([OH:18])=[O:17]. Procedure: A mixture of a solution of 6,7-dimethoxy-4-(3,4,5-trimethoxyphenyl)-isocoumarin-3-carboxylic acid (the compound obtained in Reference Example 50) (2.4 g) in methanol (50 ml) and a 5.5M solution of ammonia in methanol (50 ml) is stirred at room temperature overnight. The reaction solution is concentrated under reduced pressure to remove the ammonia, and further the solvent is distilled off. The residue thus obtained is extracted with chloroform, and the extract is washed with water, dried, and co... Reactants: [Al+3], CCOCC, COc1c(C)c(C=O)c(OC)c(OC)c1OC, Cl, [H-], [H-], [H-], [H-], [Li+], O. Product: COc1c(C)c(CO)c(OC)c(OC)c1OC. RXN SMILES: [Al+3:2].[CH3:25][CH2:26][O:27][CH2:28][CH3:29].[CH3:7][O:8][c:9]1[c:10]([CH:11]=[O:12])[c:13]([CH3:23])[c:14]([O:21][CH3:22])[c:15]([O:19][CH3:20])[c:16]1[O:17][CH3:18].[ClH:24].[H-:1].[H-:4].[H-:5].[H-:6].[Li+:3].[OH2:30]>>[CH3:7][O:8][c:9]1[c:10]([CH2:11][OH:12])[c:13]([CH3:23])[c:14]([O:21][CH3:22])[c:15]([O:19][CH3:20])[c:16]1[O:17][CH3:18]. Starting materials: C=1C=CC2=C(C1)N=NN2O (HOBT), C1CCC(CC1)N=C=NC2CCCCC2 (DCC), Cl.C1(=CC=CC=C1)NC(C(=O)O)C=1SC=CC1 (2-(Phenylamino)-2-(thiophen-2-yl)acetic acid hydrochloride), C1CCC(CC1)N=C=NC2CCCCC2 (DCC), C=1C=CC2=C(C1)N=NN2O (HOBT), N12C[C@@H](C(CC1)CC2)O ((R)-quinuclidin-3-ol), C=1C=CC2=C(C1)N=NN2O (HOBT), C1CCC(CC1)N=C=NC2CCCCC2 (DCC), N12C[C@@H](C(CC1)CC2)O ((R)-quinuclidin-3-ol). Solvent: C1CCOC1 (THF). Conditions: time 16 hour. The product is Cl.N12C[C@@H](C(CC1)CC2)OC(C(C=2SC=CC2)NC2=CC=CC=C2)=O ((R)-quinuclidin-3-yl-2-(phenylamino)-2-(thiophen-2-yl)acetate hydrochloride). Yield: 6.5%. Reaction SMILES: [ClH:1].[C:2]1([NH:8][CH:9]([C:13]2[S:14][CH:15]=[CH:16][CH:17]=2)[C:10]([OH:12])=[O:11])[CH:7]=[CH:6][CH:5]=[CH:4][CH:3]=1.C1CCC(N=C=NC2CCCCC2)CC1.C1C=CC2N(O)N=NC=2C=1.[N:43]12[CH2:50][CH2:49][CH:46]([CH2:47][CH2:48]1)[C@@H:45](O)[CH2:44]2>C1COCC1>[ClH:1].[N:43]12[CH2:50][CH2:49][CH:46]([CH2:47][CH2:48]1)[C@@H:45]([O:11][C:10](=[O:12])[CH:9]([NH:8][C:2]1[CH:3]=[CH:4][CH:5]=[CH:6][CH:7]=1)[C:13]1[S:14][CH:15]=[CH:16][CH:17]=1)[CH2:44]2 |f:0.1,6.7|. Procedure: 2-(Phenylamino)-2-(thiophen-2-yl)acetic acid hydrochloride (I89) (359 mg, 1.33 mmol), DCC (330 mg, 1.60 mmol) and HOBT (245 mg, 1.60 mmol) are dissolved in THF (15 mL). (R)-quinuclidin-3-ol (339 mg, 2.66 mmol) is added and the reaction mixture is stirred at RT for 16 hours. HOBT (20.4 mg, 0.13 mmol) and DCC (33.0 mg, 0.16 mmol) are added again and the mixture is stirred for additional 8 hours. HOBT (20.4 mg, 0.13 mmol), DCC (33.0 mg, 0.16 mmol), (R)-quinuclidin-3-ol (16.9 mg, 0.13 mmol) are adde... The reactants are NC1=C(C=C(C=C1)Br)CO ((2-amino-5-bromophenyl)methanol), ClC(Cl)(OC(OC(Cl)(Cl)Cl)=O)Cl (triphosgene). Solvent: C1CCOC1 (THF). Run at time 20 minute. Yields the product BrC1=CC2=C(NC(OC2)=O)C=C1 (6-bromo-1H-benzo[d][1,3]oxazin-2(4H)-one). The yield is 95.8%. Reaction SMILES: [NH2:1][C:2]1[CH:7]=[CH:6][C:5]([Br:8])=[CH:4][C:3]=1[CH2:9][OH:10].Cl[C:12](Cl)([O:14]C(=O)OC(Cl)(Cl)Cl)Cl>C1COCC1>[Br:8][C:5]1[CH:6]=[CH:7][C:2]2[NH:1][C:12](=[O:14])[O:10][CH2:9][C:3]=2[CH:4]=1. Procedure details: To a solution of (2-amino-5-bromophenyl)methanol (772 mg, 3.8 mmol) in 15 ml THF was added triphosgene (1.03 g, 3.8 mmol) under nitrogen. After precipitation of a colorless solid, stirring was continued for 20 min before water was added. The solution was extracted several times with ethyl acetate. The combined organic layers were washed with brine, dried over MgSO4 and evaporated, affording 6-bromo-1H-benzo[d][1,3]oxazin-2(4H)-one (830 mg, 3.64 mmol, 96%) as colorless solid. Starting materials: C(C)(C)(C)OO (tert-butyl hydroperoxide), C(C(=O)Cl)(=O)Cl (oxalyl chloride). The solvent is petroleum spirit, petroleum spirit. Reaction conditions: temperature 0 celsius, time 3 hour. Yields the product C(C)(C)(C)OOC(C(=O)Cl)=O (tert-butylperoxyoxalyl chloride). Reaction SMILES: [C:1]([O:5][OH:6])([CH3:4])([CH3:3])[CH3:2].[C:7](Cl)(=[O:11])[C:8]([Cl:10])=[O:9]>>[C:1]([O:5][O:6][C:7](=[O:11])[C:8]([Cl:10])=[O:9])([CH3:4])([CH3:3])[CH3:2]. Procedure: A solution of tert-butyl hydroperoxide (9.0 g; 0.1 mole) in petroleum spirit (80 ml) was added dropwise over a period of 1 hour to a stirred solution of oxalyl chloride (25.4 g; 0.2 mole) in petroleum spirit (80 ml) at a temperature of 0° C. On completion of the addition the reaction mixture was stirred for a further 3 hours at a temperature of 0° C. The solvent and excess oxalyl chloride were evaporated under reduced pressure at ice bath temperature to give tert-butylperoxyoxalyl chloride as a ...